This data is from the Open Reaction Database (ORD), a public repository of structured organic reaction records. The task is: describe an organic reaction: reactants, conditions, products, and yield The reactants are C1CCOC1, COC(=O)C1CCN(Cc2ccn3ncnc(Nc4ccc5c(cnn5Cc5cccc(F)c5)c4)c23)CC1, CO, Cl, [Na+], [OH-]. The product is O=C(O)C1CCN(Cc2ccn3ncnc(Nc4ccc5c(cnn5Cc5cccc(F)c5)c4)c23)CC1. Reaction SMILES: [CH2:44]1[O:45][CH2:46][CH2:47][CH2:48]1.[CH3:3][O:4][C:5](=[O:6])[CH:7]1[CH2:8][CH2:9][N:10]([CH2:13][c:14]2[cH:15][cH:16][n:17]3[n:18][cH:19][n:20][c:21]([NH:23][c:24]4[cH:25][c:26]5[cH:27][n:28][n:29]([CH2:33][c:34]6[cH:35][c:36]([F:40])[cH:37][cH:38][cH:39]6)[c:30]5[cH:31][cH:32]4)[c:22]23)[CH2:11][CH2:12]1.[CH3:42][OH:43].[ClH:41].[Na+:2].[OH-:1]>>[O:4]=[C:5]([OH:6])[CH:7]1[CH2:8][CH2:9][N:10]([CH2:13][c:14]2[cH:15][cH:16][n:17]3[n:18][cH:19][n:20][c:21]([NH:23][c:24]4[cH:25][c:26]5[cH:27][n:28][n:29]([CH2:33][c:34]6[cH:35][c:36]([F:40])[cH:37][cH:38][cH:39]6)[c:30]5[cH:31][cH:32]4)[c:22]23)[CH2:11][CH2:12]1. Starting materials: Cc1cc(N)cc(C)c1S(=O)(=O)C[N+](=O)[O-], [Ca+2], O=S(=O)(Cl)c1ccc(Cl)cc1, O=C([O-])[O-], C1CCOC1, O. The product is Cc1cc(NS(=O)(=O)c2ccc(Cl)cc2)cc(C)c1S(=O)(=O)C[N+](=O)[O-]. As a reaction SMILES: [CH3:17][c:18]1[cH:19][c:20]([NH2:21])[cH:22][c:23]([CH3:32])[c:24]1[S:25](=[O:26])(=[O:27])[CH2:28][N+:29](=[O:30])[O-:31].[Ca+2:1].[Cl:6][c:7]1[cH:8][cH:9][c:10]([S:13](=[O:14])(=[O:15])[Cl:16])[cH:11][cH:12]1.[O-:2][C:3](=[O:4])[O-:5].[O:34]1[CH2:35][CH2:36][CH2:37][CH2:38]1.[OH2:33]>>[Cl:6][c:7]1[cH:8][cH:9][c:10]([S:13](=[O:14])(=[O:15])[NH:21][c:20]2[cH:19][c:18]([CH3:17])[c:24]([S:25](=[O:26])(=[O:27])[CH2:28][N+:29](=[O:30])[O-:31])[c:23]([CH3:32])[cH:22]2)[cH:11][cH:12]1. Starting materials: CO, N, CC(=O)OCCn1ccc(=O)c(O)c1Cc1ccc(F)cc1. The product is O=c1ccn(CCO)c(Cc2ccc(F)cc2)c1O. RXN SMILES: [CH3:24][OH:25].[NH3:23].[OH:1][c:2]1[c:3]([CH2:15][c:16]2[cH:17][cH:18][c:19]([F:22])[cH:20][cH:21]2)[n:4]([CH2:9][CH2:10][O:11][C:12](=[O:13])[CH3:14])[cH:5][cH:6][c:7]1=[O:8]>>[OH:1][c:2]1[c:3]([CH2:15][c:16]2[cH:17][cH:18][c:19]([F:22])[cH:20][cH:21]2)[n:4]([CH2:9][CH2:10][OH:11])[cH:5][cH:6][c:7]1=[O:8]. The reactants are O=C([O-])[O-], CC(C)(C)OC(=O)NC1C=C(B2OC(C)(C)C(C)(C)O2)CCC1, CC(=O)[O-], CC#N, Cn1ncc([N+](=O)[O-])c1Cl, [K+], [Na+], [Na+]. Product: Cn1ncc([N+](=O)[O-])c1C1=CC(NC(=O)OC(C)(C)C)CCC1. RXN SMILES: [C:34](=[O:35])([O-:36])[O-:37].[CH3:11][C:12]1([CH3:13])[C:14]([CH3:15])([CH3:16])[O:17][B:18]([C:19]2=[CH:20][CH:21]([NH:25][C:26]([O:27][C:28]([CH3:29])([CH3:30])[CH3:31])=[O:32])[CH2:22][CH2:23][CH2:24]2)[O:33]1.[CH3:41][C:42](=[O:43])[O-:44].[CH3:45][C:46]#[N:47].[Cl:1][c:2]1[c:3]([N+:8](=[O:9])[O-:10])[cH:4][n:5][n:6]1[CH3:7].[K+:40].[Na+:38].[Na+:39]>>[c:2]1([C:19]2=[CH:20][CH:21]([NH:25][C:26]([O:27][C:28]([CH3:29])([CH3:30])[CH3:31])=[O:32])[CH2:22][CH2:23][CH2:24]2)[c:3]([N+:8](=[O:9])[O-:10])[cH:4][n:5][n:6]1[CH3:7]. Starting materials: [I-].[K+] (potassium iodide), NC1=CC(=C(C(=O)OC)C=C1)S(=O)(=O)N (methyl 4-amino-2-aminosulfonylbenzoate), diazonium salt, N(=O)[O-].[Na+] (NaNO2), Cl (hydrochloric acid). Run in O (H2O), C1(=CC=CC=C1)C (toluene), O (H2O), O (H2O), O (H2O). Run at temperature 15 celsius, time 1 hour. Product: IC1=CC(=C(C(=O)OC)C=C1)S(=O)(=O)N (Methyl 4-iodo-2-aminosulfonylbenzoate). Reaction SMILES: N[C:2]1[CH:11]=[CH:10][C:5]([C:6]([O:8][CH3:9])=[O:7])=[C:4]([S:12]([NH2:15])(=[O:14])=[O:13])[CH:3]=1.Cl.N([O-])=O.[Na+].[I-:21].[K+]>O.C1(C)C=CC=CC=1>[I:21][C:2]1[CH:11]=[CH:10][C:5]([C:6]([O:8][CH3:9])=[O:7])=[C:4]([S:12]([NH2:15])(=[O:14])=[O:13])[CH:3]=1 |f:2.3,4.5|. Reported procedure: 1000 g (4.34 mol) of methyl 4-amino-2-aminosulfonylbenzoate and 3400 ml of H2O are admixed rapidly with 3700 ml of concentrated hydrochloric acid (37% strength). 10 ml of toluene are added to this mixture. The mixture is cooled to 15° C. and a solution of 315 g of NaNO2 (4.56 mol) in 1740 ml of H2O is added within a period of 1 h (h=hour) at 15-20° C. Stirring is continued for 1 h and the excess of nitrite is destroyed using amidosulfonic acid. In a second vessel, 1082 g of potassium iodide (6.5... The reactants are C(C)(C)(C)OC(=O)N1CCN(CC1)C(C1=CC(=C(C=C1)N1C(OC[C@H]1COC(C1=CC=CC=C1)=O)=O)F)=O ((R)-4-[4-(4-Benzoyloxymethyl-2-oxooxazolidin-3-yl)-3-fluoro-benzoyl]piperazine-1-carboxylic acid tert-butyl ester), [Cl-].[Na+] (sodium chloride), [OH-].[Na+] (sodium hydroxide), Cl (hydrochloric acid). Run in C(OC)COC (dimethoxyethane), C(C)(=O)OCC (ethyl acetate). The product is C(C)(C)(C)OC(=O)N1CCN(CC1)C(C1=CC(=C(C=C1)N1C(OC[C@H]1CO)=O)F)=O ((R)-4-[3-fluoro-4-(4-hydroxymethyl-2-oxooxazolidin-3-yl)benzoyl]piperazine-1-carboxylic acid tert-butyl ester). The yield is 73.8%. Reaction SMILES: [C:1]([O:5][C:6]([N:8]1[CH2:13][CH2:12][N:11]([C:14](=[O:38])[C:15]2[CH:20]=[CH:19][C:18]([N:21]3[C@H:25]([CH2:26][O:27]C(=O)C4C=CC=CC=4)[CH2:24][O:23][C:22]3=[O:36])=[C:17]([F:37])[CH:16]=2)[CH2:10][CH2:9]1)=[O:7])([CH3:4])([CH3:3])[CH3:2].[OH-].[Na+].Cl.[Cl-].[Na+]>C(COC)OC.C(OCC)(=O)C>[C:1]([O:5][C:6]([N:8]1[CH2:9][CH2:10][N:11]([C:14](=[O:38])[C:15]2[CH:20]=[CH:19][C:18]([N:21]3[C@H:25]([CH2:26][OH:27])[CH2:24][O:23][C:22]3=[O:36])=[C:17]([F:37])[CH:16]=2)[CH2:12][CH2:13]1)=[O:7])([CH3:4])([CH3:2])[CH3:3] |f:1.2,4.5|. Procedure: (R)-4-[4-(4-Benzoyloxymethyl-2-oxooxazolidin-3-yl)-3-fluoro-benzoyl]piperazine-1-carboxylic acid tert-butyl ester (1.45 g) described in Preparation Example 91 was dissolved in dimethoxyethane, 4N aqueous sodium hydroxide solution was added and the mixture was stirred at room temperature. Under ice-cooling, the reaction mixture was neutralized with 1N hydrochloric acid, ethyl acetate and sodium chloride were added and the mixture was extracted with ethyl acetate, and dried over sodium sulfate. Th... Starting materials: N (ammonia), C(C)(C)(C)OC(=O)N(CC(=O)NCCC[P+](C1=CC=CC=C1)(C1=CC=CC=C1)C1=CC=CC=C1)C.[Cl-] (N2-(tert-butoxycarbonyl)-N2-methyl-N-[3-(triphenylphosphonio)propyl]glycinamide chloride), Cl (HCl), C(C)OCC (diethyl ether). The solvent is CO (methanol), C(Cl)Cl (methylene chloride), CO (methanol). Reaction conditions: time 8 hour. The product is CNCC(=O)NCCC[P+](C1=CC=CC=C1)(C1=CC=CC=C1)C1=CC=CC=C1.[Cl-] (N2-methyl-N-[3-(triphenylphosphonio)propyl]glycinamide chloride). Yield: 0.1%. As a reaction SMILES: C(O[C:6]([N:8](C)[CH2:9][C:10]([NH:12][CH2:13][CH2:14][CH2:15][P+:16]([C:29]1[CH:34]=[CH:33][CH:32]=[CH:31][CH:30]=1)([C:23]1[CH:28]=[CH:27][CH:26]=[CH:25][CH:24]=1)[C:17]1[CH:22]=[CH:21][CH:20]=[CH:19][CH:18]=1)=[O:11])=O)(C)(C)C.[Cl-:36].Cl.C(OCC)C.N>C(Cl)Cl.CO>[CH3:6][NH:8][CH2:9][C:10]([NH:12][CH2:13][CH2:14][CH2:15][P+:16]([C:29]1[CH:34]=[CH:33][CH:32]=[CH:31][CH:30]=1)([C:23]1[CH:24]=[CH:25][CH:26]=[CH:27][CH:28]=1)[C:17]1[CH:22]=[CH:21][CH:20]=[CH:19][CH:18]=1)=[O:11].[Cl-:36] |f:0.1,7.8|. Reported procedure: To a solution of N2-(tert-butoxycarbonyl)-N2-methyl-N-[3-(triphenylphosphonio)propyl]glycinamide chloride (7.6 g, 14 mol) in methylene chloride (38 mL) and methanol (4.2 mL) was added 2.0 M HCl in diethyl ether (16 mL, 32 mmol), and the mixture was stirred overnight at room temperature. The solution was cooled to 0° C. and treated with 7 M ammonia in methanol (6.0 mL, 42 mmol), giving an immediate white precipitate. After 30 minutes, the slurry was filtered and the flask and filter cake were rin... Reactants: CCc1ccc(CC(NC(=O)N2CCC(N3CCc4ccccc4NC3=O)CC2)C(=O)O)cc1CC, CN(C)Cc1ccc2c(c1)CCNCC2. Product: CCc1ccc(CC(NC(=O)N2CCC(N3CCc4ccccc4NC3=O)CC2)C(=O)N2CCc3ccc(CN(C)C)cc3CC2)cc1CC. RXN SMILES: [CH2:1]([CH3:2])[c:3]1[cH:4][c:5]([CH2:11][CH:12]([C:13](=[O:14])[OH:15])[NH:16][C:17](=[O:18])[N:19]2[CH2:20][CH2:21][CH:22]([N:25]3[C:26](=[O:36])[NH:27][c:28]4[c:29]([cH:32][cH:33][cH:34][cH:35]4)[CH2:30][CH2:31]3)[CH2:23][CH2:24]2)[cH:6][cH:7][c:8]1[CH2:9][CH3:10].[CH3:37][N:38]([CH2:39][c:40]1[cH:41][c:42]2[c:43]([cH:49][cH:50]1)[CH2:44][CH2:45][NH:46][CH2:47][CH2:48]2)[CH3:51]>>[CH2:1]([CH3:2])[c:3]1[cH:4][c:5]([CH2:11][CH:12]([C:13](=[O:14])[N:46]2[CH2:45][CH2:44][c:43]3[c:42]([cH:41][c:40]([CH2:39][N:38]([CH3:37])[CH3:51])[cH:50][cH:49]3)[CH2:48][CH2:47]2)[NH:16][C:17](=[O:18])[N:19]2[CH2:20][CH2:21][CH:22]([N:25]3[C:26](=[O:36])[NH:27][c:28]4[c:29]([cH:32][cH:33][cH:34][cH:35]4)[CH2:30][CH2:31]3)[CH2:23][CH2:24]2)[cH:6][cH:7][c:8]1[CH2:9][CH3:10]. The reactants are ClC1=NC=C(C(N1C)=O)O (2-chloro-5-hydroxy-3-methylpyrimidin-4(3H)-one), COC1=CC=C(C=C1)CCl (PMBCl), C(=O)([O-])[O-].[Cs+].[Cs+] (Cs2CO3). The solvent is CN(C)C=O (DMF). Reaction conditions: temperature 60 celsius. Yields the product ClC1=NC=C(C(N1C)=O)OCC1=CC=C(C=C1)OC (2-chloro-5-[(4-methoxybenzyl)oxy]-3-methylpyrimidin-4(3H)-one). Isolated yield 59.6%. RXN SMILES: [Cl:1][C:2]1[N:7]([CH3:8])[C:6](=[O:9])[C:5]([OH:10])=[CH:4][N:3]=1.[CH3:11][O:12][C:13]1[CH:18]=[CH:17][C:16]([CH2:19]Cl)=[CH:15][CH:14]=1.C([O-])([O-])=O.[Cs+].[Cs+]>CN(C=O)C>[Cl:1][C:2]1[N:7]([CH3:8])[C:6](=[O:9])[C:5]([O:10][CH2:19][C:16]2[CH:17]=[CH:18][C:13]([O:12][CH3:11])=[CH:14][CH:15]=2)=[CH:4][N:3]=1 |f:2.3.4|. Procedure: To a solution of 9.60 g (59.8 mmol) 2-chloro-5-hydroxy-3-methylpyrimidin-4(3H)-one in 300 ml DMF was added 20.4 ml (149 mmol) PMBCl, and 48.7 g (149 mmol) Cs2CO3. The reaction mixture was heated to 60° C. for 3 h, cooled to rt, quenched with 200 ml water, extracted with 500 ml EtOAc, dried over Na2SO4, filtered, and concentrated in vacuo. Purification by flash chromatography (330 g silica gel, 3-80% EtOAc:hexane) gave 10 g (60% yield) of 2-chloro-5-[(4-methoxybenzyl)oxy]-3-methylpyrimidin-4(3H)-... Reactants: C(C)OC1=NC=C(C=C1C=1NC(C=2C(N1)=C(N(N2)CC2=NC=CC=C2)CC)=O)S(=O)(=O)N2CCN(CC2)CC (5-[2-Ethoxy-5-(4-ethylpiperazin-1-ylsulphonyl)pyridin-3-yl]-3-ethyl-2-(pyridin-2-yl)methyl-2,6-dihydro-7H-pyrazolo[4,3-d]pyrimidin-7-one), ClC=1C=C(C(=O)O)C=CC1 (3-chlorobenzoic acid), ClC=1C=C(C(=O)OO)C=CC1 (3-chloroperoxybenzoic acid). Run in ClCCl (dichloromethane). Run at time 20 minute. The product is C(C)OC1=NC=C(C=C1C=1NC(C=2C(N1)=C(N(N2)CC2=NC=CC=C2)CC)=O)S(=O)(=O)N2CC[N+](CC2)([O-])CC (5-[2-Ethoxy-5-(4-ethyl-4-oxidopiperazin-1-ylsulphonyl)pyridin-3-yl]-3-ethyl-2-(pyridin-2-yl)methyl-2,6-dihydro-7H-pyrazolo[4,3-d]pyrimidin-7-one). The yield is 180.3%. As a reaction SMILES: [CH2:1]([O:3][C:4]1[C:9]([C:10]2[NH:11][C:12](=[O:28])[C:13]3[C:14](=[C:16]([CH2:26][CH3:27])[N:17]([CH2:19][C:20]4[CH:25]=[CH:24][CH:23]=[CH:22][N:21]=4)[N:18]=3)[N:15]=2)=[CH:8][C:7]([S:29]([N:32]2[CH2:37][CH2:36][N:35]([CH2:38][CH3:39])[CH2:34][CH2:33]2)(=[O:31])=[O:30])=[CH:6][N:5]=1)[CH3:2].ClC1C=C(C=CC=1)C(O)=[O:45].ClC1C=C(C=CC=1)C(OO)=O>ClCCl>[CH2:1]([O:3][C:4]1[C:9]([C:10]2[NH:11][C:12](=[O:28])[C:13]3[C:14](=[C:16]([CH2:26][CH3:27])[N:17]([CH2:19][C:20]4[CH:25]=[CH:24][CH:23]=[CH:22][N:21]=4)[N:18]=3)[N:15]=2)=[CH:8][C:7]([S:29]([N:32]2[CH2:37][CH2:36][N+:35]([CH2:38][CH3:39])([O-:45])[CH2:34][CH2:33]2)(=[O:30])=[O:31])=[CH:6][N:5]=1)[CH3:2]. Reported procedure: A mixture of the title compound of Example 1 (180 mg, 0.32 mmol), 3-chlorobenzoic acid (13 mg, 0.08 mmol) and dichloromethane (10 ml) was stirred at room temperature for 20 minutes, 3-chloroperoxybenzoic acid (112 mg, 0.32 mmol) added and the reaction mixture stirred for a further 18 hours, then partitioned between dichloromethane (20 ml) and aqueous sodium bicarbonate solution (10 ml). The phases were separated, the aqueous phase extracted with dichloromethane (2×20 ml) and the combined organic...